Dataset: the Open Reaction Database (ORD), a public repository of structured organic reaction records. Task: describe an organic reaction: reactants, conditions, products, and yield The reactants are C(C)(C)(C)OC(NC1=C(C=C(C(=C1)N1CCOCC1)C#N)[N+](=O)[O-])=O ((4-cyano-5-morpholin-4-yl-2-nitro-phenyl)-carbamic acid tert-butyl ester), O.O.Cl[Sn]Cl (SnCl2.2H2O). The product is C(C)(C)(C)OC(NC1=C(C=C(C(=C1)N1CCOCC1)C#N)N)=O ((2-Amino-4-cyano-5-morpholin-4-yl-phenyl)-carbamic Acid tert-Butyl Ester), solid. The yield is 91.0%. RXN SMILES: [C:1]([O:5][C:6](=[O:25])[NH:7][C:8]1[CH:13]=[C:12]([N:14]2[CH2:19][CH2:18][O:17][CH2:16][CH2:15]2)[C:11]([C:20]#[N:21])=[CH:10][C:9]=1[N+:22]([O-])=O)([CH3:4])([CH3:3])[CH3:2].O.O.Cl[Sn]Cl>>[C:1]([O:5][C:6](=[O:25])[NH:7][C:8]1[CH:13]=[C:12]([N:14]2[CH2:15][CH2:16][O:17][CH2:18][CH2:19]2)[C:11]([C:20]#[N:21])=[CH:10][C:9]=1[NH2:22])([CH3:4])([CH3:2])[CH3:3] |f:1.2.3|. Procedure details: The title compound was prepared from (4-cyano-5-morpholin-4-yl-2-nitro-phenyl)-carbamic acid tert-butyl ester (Example B3) (5.01 g, 14.4 mmol) by reduction with SnCl2.2H2O according to the general procedure J (method b). Obtained as a pink solid (4.18 g, 91%). Reactants: N#CCBr, CCCCCc1c(-c2ccccc2)n(Cc2ccccc2)c2ccc(-c3ccc(O)cc3)cc12, CC(C)=O, [K+], [K+], O=C([O-])[O-]. Yields the product CCCCCc1c(-c2ccccc2)n(Cc2ccccc2)c2ccc(-c3ccc(OCC#N)cc3)cc12. As a reaction SMILES: [Br:41][CH2:42][C:43]#[N:44].[CH2:1]([c:2]1[cH:3][cH:4][cH:5][cH:6][cH:7]1)[n:8]1[c:9](-[c:29]2[cH:30][cH:31][cH:32][cH:33][cH:34]2)[c:10]([CH2:24][CH2:25][CH2:26][CH2:27][CH3:28])[c:11]2[cH:12][c:13](-[c:17]3[cH:18][cH:19][c:20]([OH:23])[cH:21][cH:22]3)[cH:14][cH:15][c:16]12.[CH3:45][C:46](=[O:47])[CH3:48].[K+:35].[K+:36].[O-:37][C:38]([O-:39])=[O:40]>>[CH2:1]([c:2]1[cH:3][cH:4][cH:5][cH:6][cH:7]1)[n:8]1[c:9](-[c:29]2[cH:30][cH:31][cH:32][cH:33][cH:34]2)[c:10]([CH2:24][CH2:25][CH2:26][CH2:27][CH3:28])[c:11]2[cH:12][c:13](-[c:17]3[cH:18][cH:19][c:20]([O:23][CH2:42][C:43]#[N:44])[cH:21][cH:22]3)[cH:14][cH:15][c:16]12. Reactants: ClC1=C(C=CC(=C1)NC1=C(C=C(C=C1)F)F)C(=O)C1=C(C=CC(=C1)N1N=NC(=C1)CCN1CCOCC1)C ([2-Chloro-4-(2,4-difluoro-phenylamino)-phenyl]-{2-methyl-5-[4-(2-morpholin-4-yl-ethyl)-[1,2,3]triazol-1-yl]-phenyl}-methanone), ClC1=C(C(=O)C=2C=C(C=CC2C)N2N=NC(=C2)CCOS(=O)(=O)C2=CC=C(C=C2)C)C=CC(=C1)NC1=C(C=C(C=C1)F)F (Toluene-4-sulfonic acid 2-(1-{3-[2-chloro-4-(2,4-difluoro-phenylamino)-benzoyl]-4-methyl-phenyl}-1H-[1,2,3]triazol-4-yl)-ethyl ester), C(C)NCC (diethylamine). Product: ClC1=C(C=CC(=C1)NC1=C(C=C(C=C1)F)F)C(=O)C1=C(C=CC(=C1)N1N=NC(=C1)CCN(CC)CC)C ([2-Chloro-4-(2,4-difluoro-phenylamino)-phenyl]-{5-[4-(2-diethylamino-ethyl)-[1,2,3]triazol-1-yl]-2-methyl-phenyl}-methanone). RXN SMILES: [Cl:1][C:2]1[CH:7]=[C:6]([NH:8][C:9]2[CH:14]=[CH:13][C:12]([F:15])=[CH:11][C:10]=2[F:16])[CH:5]=[CH:4][C:3]=1[C:17]([C:19]1[CH:24]=[C:23]([N:25]2[CH:29]=[C:28]([CH2:30][CH2:31][N:32]3[CH2:37][CH2:36]O[CH2:34][CH2:33]3)[N:27]=[N:26]2)[CH:22]=[CH:21][C:20]=1[CH3:38])=[O:18].ClC1C=C(NC2C=CC(F)=CC=2F)C=CC=1C(C1C=C(N2C=C(CCOS(C3C=CC(C)=CC=3)(=O)=O)N=N2)C=CC=1C)=O.C(NCC)C>>[Cl:1][C:2]1[CH:7]=[C:6]([NH:8][C:9]2[CH:14]=[CH:13][C:12]([F:15])=[CH:11][C:10]=2[F:16])[CH:5]=[CH:4][C:3]=1[C:17]([C:19]1[CH:24]=[C:23]([N:25]2[CH:29]=[C:28]([CH2:30][CH2:31][N:32]([CH2:33][CH3:34])[CH2:37][CH3:36])[N:27]=[N:26]2)[CH:22]=[CH:21][C:20]=1[CH3:38])=[O:18]. Reported procedure: The reaction was carried out similarly as described in the preparation of compound 138, using compound 435 (0.24 mmol) and diethylamine (0.5 mL). The crude product was purified by continuous gradient flash chromatography using MeOH/DCM 0:100 to 15:85 as the eluent to afford the title compound as yellow foam.